Dataset: the Open Reaction Database (ORD), a public repository of structured organic reaction records. Task: describe an organic reaction: reactants, conditions, products, and yield The reactants are N#CCc1cc(C(F)(F)F)cs1, CC(C)I, [Na+], [OH-], O, c1ccccc1. Yields the product CC(C)C(C#N)c1cc(C(F)(F)F)cs1. As a reaction SMILES: [F:3][C:4]([c:5]1[cH:6][c:7]([CH2:10][C:11]#[N:12])[s:8][cH:9]1)([F:13])[F:14].[I:15][CH:16]([CH3:17])[CH3:18].[Na+:2].[OH-:1].[OH2:19].[cH:20]1[cH:21][cH:22][cH:23][cH:24][cH:25]1>>[F:3][C:4]([c:5]1[cH:6][c:7]([CH:10]([C:11]#[N:12])[CH:16]([CH3:17])[CH3:18])[s:8][cH:9]1)([F:13])[F:14]. Reactants: ClC1=C(C=C(C=C1)[N+](=O)[O-])S(=O)(=O)CC1=CC=CC=C1 (benzyl 2-chloro-5-nitrophenyl sulphone), NCCN (1,2-diaminoethane). The solvent is C(C)(C)O (isopropanol). Product: NCCNC1=C(C=C(C=C1)[N+](=O)[O-])S(=O)(=O)CC1=CC=CC=C1 ([2-(2-aminoethyl)amino-5-nitrophenyl]-benzyl sulphone). RXN SMILES: Cl[C:2]1[CH:7]=[CH:6][C:5]([N+:8]([O-:10])=[O:9])=[CH:4][C:3]=1[S:11]([CH2:14][C:15]1[CH:20]=[CH:19][CH:18]=[CH:17][CH:16]=1)(=[O:13])=[O:12].[NH2:21][CH2:22][CH2:23][NH2:24]>C(O)(C)C>[NH2:21][CH2:22][CH2:23][NH:24][C:2]1[CH:7]=[CH:6][C:5]([N+:8]([O-:10])=[O:9])=[CH:4][C:3]=1[S:11]([CH2:14][C:15]1[CH:20]=[CH:19][CH:18]=[CH:17][CH:16]=1)(=[O:13])=[O:12]. Reported procedure: 16.0 g of benzyl 2-chloro-5-nitrophenyl sulphone and 12.0 g of 1,2-diaminoethane are refluxed in 100 ml of isopropanol for one hour. The reaction mixture is cooled down, and the solids are filtered off with suction, are washed with 50 ml of water and are dried. This gives 19.2 g of pale yellow [2-(2-aminoethyl)-amino-5-nitrophenyl]-benzyl sulphone. The reactants are COC1=C(C(=C(OC)C(=C1C)C)C)CCl (2-chloromethyl-3,5,6-trimethylhydroquinone dimethylether), [N+](=O)([O-])[O-].[Ce+4].[NH4+].[N+](=O)([O-])[O-].[N+](=O)([O-])[O-].[N+](=O)([O-])[O-].[N+](=O)([O-])[O-] (ammonium cerium (IV) nitrate). Solvent: C(C)#N (acetonitrile), O (water). Product: ClCC=1C(C(=C(C(C1C)=O)C)C)=O (2-chloromethyl-3,5,6-trimethylbenzoquinone). RXN SMILES: C[O:2][C:3]1[C:10]([CH3:11])=[C:9]([CH3:12])[C:6]([O:7]C)=[C:5]([CH3:13])[C:4]=1[CH2:14][Cl:15].[N+]([O-])([O-])=O.[Ce+4].[NH4+].[N+]([O-])([O-])=O.[N+]([O-])([O-])=O.[N+]([O-])([O-])=O.[N+]([O-])([O-])=O>C(#N)C.O>[Cl:15][CH2:14][C:4]1[C:3](=[O:2])[C:10]([CH3:11])=[C:9]([CH3:12])[C:6](=[O:7])[C:5]=1[CH3:13] |f:1.2.3.4.5.6.7|. Procedure details: 0.8 g (3.5 mmol) of 2-chloromethyl-3,5,6-trimethylhydroquinone dimethylether was dissolved in 20 mL of acetonitrile. After addition of 9.6 g of ammonium cerium (IV) nitrate in 200 mL of water to the solution, the mixture was extracted with ethyl acetate (100 mL and 50 mL). The combined extract dried over magnesium sulfate and the solvent was removed under reduced pressure. 50 mL of water was added to the residue and then the mixture was extracted with ethyl acetate (50 mL). The extract was washe... The reactants are CC1=C(N)C=CC=C1[N+](=O)[O-] (2-methyl-3-nitroaniline), O1C(=CC=C1)C(=O)Cl (2-furoyl chloride), N1=CC=CC=C1 (pyridine). The solvent is C(C)OCC (diethyl ether). The product is O1C(=CC=C1)C(=O)NC1=C(C(=CC=C1)[N+](=O)[O-])C (N-(2-furoyl)-2-methyl-3-nitroaniline). Reaction SMILES: [CH3:1][C:2]1[C:8]([N+:9]([O-:11])=[O:10])=[CH:7][CH:6]=[CH:5][C:3]=1[NH2:4].[O:12]1[CH:16]=[CH:15][CH:14]=[C:13]1[C:17](Cl)=[O:18].N1C=CC=CC=1>C(OCC)C>[O:12]1[CH:16]=[CH:15][CH:14]=[C:13]1[C:17]([NH:4][C:3]1[CH:5]=[CH:6][CH:7]=[C:8]([N+:9]([O-:11])=[O:10])[C:2]=1[CH3:1])=[O:18]. Reported procedure: A solution of 2-methyl-3-nitroaniline (1 mmol) in anhydrous diethyl ether was treated with 2-furoyl chloride (1.1 mmol) and pyridine (3.0 mmol) at 25° C. for 12 h. Extraction and chromatography afforded N-(2-furoyl)-2-methyl-3-nitroaniline as a white solid. TLC: Rf =0.41, 50% EtOAc-hexane. Starting materials: CCOc1ccc(OB([O-])[O-])cc1Cl, CN(Cc1ccc(NC(=O)C2=Cc3cc(Br)ccc3S(=O)(=O)CC2)cc1)C1CCOCC1, O=C([O-])[O-], CCO, [K+], [K+], O, Cc1ccccc1. The product is CCOc1ccc(-c2ccc3c(c2)C=C(C(=O)Nc2ccc(CN(C)C4CCOCC4)cc2)CCS3(=O)=O)cc1Cl. RXN SMILES: [B:33]([O-:34])([O-:45])[O:46][c:35]1[cH:36][c:37]([Cl:44])[c:38]([O:41][CH2:42][CH3:43])[cH:39][cH:40]1.[Br:1][c:2]1[cH:3][cH:4][c:5]2[c:6]([cH:32]1)[CH:7]=[C:8]([C:14](=[O:15])[NH:16][c:17]1[cH:18][cH:19][c:20]([CH2:23][N:24]([CH:25]3[CH2:26][CH2:27][O:28][CH2:29][CH2:30]3)[CH3:31])[cH:21][cH:22]1)[CH2:9][CH2:10][S:11]2(=[O:12])=[O:13].[C:47](=[O:48])([O-:49])[O-:50].[CH2:54]([OH:55])[CH3:56].[K+:51].[K+:52].[OH2:53].[c:57]1([CH3:58])[cH:59][cH:60][cH:61][cH:62][cH:63]1>>[c:2]1(-[c:35]2[cH:36][c:37]([Cl:44])[c:38]([O:41][CH2:42][CH3:43])[cH:39][cH:40]2)[cH:3][cH:4][c:5]2[c:6]([cH:32]1)[CH:7]=[C:8]([C:14](=[O:15])[NH:16][c:17]1[cH:18][cH:19][c:20]([CH2:23][N:24]([CH:25]3[CH2:26][CH2:27][O:28][CH2:29][CH2:30]3)[CH3:31])[cH:21][cH:22]1)[CH2:9][CH2:10][S:11]2(=[O:12])=[O:13]. The reactants are ClC(=O)OC(Cl)(Cl)Cl (Trichloromethyl chloroformate), NC=1C(=CC(=C(OC\C(=C/C(=O)OC)\OC)C1)Cl)F (methyl (2E)-4-(5-amino-2-chloro-4-fluorophenoxy)-3-methoxybut-2-enoate). Reaction SMILES: Cl[C:2](OC(Cl)(Cl)Cl)=[O:3].[NH2:9][C:10]1[C:11]([F:27])=[CH:12][C:13]([Cl:26])=[C:14]([CH:25]=1)[O:15][CH2:16]/[C:17](/[O:23][CH3:24])=[CH:18]\[C:19]([O:21][CH3:22])=[O:20]>C(OCC)(=O)C>[Cl:26][C:13]1[CH:12]=[C:11]([F:27])[C:10]([N:9]=[C:2]=[O:3])=[CH:25][C:14]=1[O:15][CH2:16]/[C:17](/[O:23][CH3:24])=[CH:18]\[C:19]([O:21][CH3:22])=[O:20]. The product is ClC1=C(OC\C(=C/C(=O)OC)\OC)C=C(C(=C1)F)N=C=O (methyl (2E)-4-(2-chloro-4-fluoro-5-isocyanatophenoxy)-3-methoxybut-2-enoate). Procedure details: Trichloromethyl chloroformate (1.37 g) is added dropwise to a solution of methyl (2E)-4-(5-amino-2-chloro-4-fluorophenoxy)-3-methoxybut-2-enoate (2.0 g) in ethyl acetate (30 ml). The mixture is stirred overnight at room temperature. It is concentrated under vacuum and the residue obtained (2.3 g) is used as such in the subsequent reaction. Run at time 8 hour. Solvent: C(C)(=O)OCC (ethyl acetate).